Dataset: the Open Reaction Database (ORD), a public repository of structured organic reaction records. Task: describe an organic reaction: reactants, conditions, products, and yield The reactants are IC1CCOCC1 (4-iodotetrahydropyran), Cl.N[C@H]1[C@@H](CCCC1)O (trans-2-aminocyclohexanol hydrochloride), C[Si]([N-][Si](C)(C)C)(C)C.[Na+] (sodium hexamethyldisilazide), C(#N)C1=CC=C(C=C1)B(O)O (4-cyanophenylboronic acid). The reagents and catalysts are [Ni](I)I (nickel(II) iodide). Run in C(C)(C)O (isopropanol). Run at time 5 minute. Product: O1CCC(CC1)C1=CC=C(C#N)C=C1 (4-(Tetrahydro-2H-pyran-4-yl)benzonitrile). RXN SMILES: Cl.N[C@@H]1[CH2:8][CH2:7][CH2:6][CH2:5][C@H:4]1[OH:9].C[Si](C)(C)[N-][Si](C)(C)C.[Na+].[C:20]([C:22]1[CH:27]=[CH:26][C:25](B(O)O)=[CH:24][CH:23]=1)#[N:21].IC1CCOCC1>C(O)(C)C.[Ni](I)I>[O:9]1[CH2:8][CH2:7][CH:6]([C:25]2[CH:26]=[CH:27][C:22]([C:20]#[N:21])=[CH:23][CH:24]=2)[CH2:5][CH2:4]1 |f:0.1,2.3|. Procedure details: 186 mg (0.594 mmol) of nickel(II) iodide, 90 mg (0.594 mmol) of trans-2-aminocyclohexanol hydrochloride and 3.63 g (19.8 mmol) of sodium hexamethyldisilazide were added to a solution of 2.91 g (19.8 mmol) of 4-cyanophenylboronic acid [M. Nishimura et al., Tetrahedron 2002, 58 (29), 5779-5788] in 20 ml of isopropanol. The suspension thus obtained was stirred at RT under an argon atmosphere for 5 min. Then 2.1 g (9.90 mmol) of 4-iodotetrahydropyran [Heuberger et al., J. Chem. Soc. 1952, 910] were ... The reactants are Br, CCOC(C)=O, COc1cc(F)c(C)cc1N, O=N[O-], [Na+], O=S(=O)(O)O. The product is COc1cc(F)c(C)cc1Br. Reaction SMILES: [BrH:21].[CH3:22][CH2:23][O:24][C:25](=[O:26])[CH3:27].[F:1][c:2]1[cH:3][c:4]([O:10][CH3:11])[c:5]([NH2:9])[cH:6][c:7]1[CH3:8].[N:12]([O-:13])=[O:14].[Na+:15].[S:16](=[O:17])(=[O:18])([OH:19])[OH:20]>>[F:1][c:2]1[cH:3][c:4]([O:10][CH3:11])[c:5]([Br:21])[cH:6][c:7]1[CH3:8]. The reactants are O=C([O-])[O-], CCOC(=O)c1ccc2c(c1)CC(C)(C)C(c1cccc(Br)c1)N2, CN(C)CC(=O)O, CS(C)=O, Cl, [Cu]I, [K+], [K+], Cc1ccccc1N1CCNCC1. The product is CCOC(=O)c1ccc2c(c1)CC(C)(C)C(c1cccc(N3CCN(c4ccccc4C)CC3)c1)N2. As a reaction SMILES: [C:46](=[O:47])([O-:48])[O-:49].[CH2:1]([CH3:2])[O:3][C:4](=[O:5])[c:6]1[cH:7][c:8]2[c:13]([cH:14][cH:15]1)[NH:12][CH:11]([c:16]1[cH:17][c:18]([Br:22])[cH:19][cH:20][cH:21]1)[C:10]([CH3:23])([CH3:24])[CH2:9]2.[CH3:39][N:40]([CH3:41])[CH2:42][C:43]([OH:44])=[O:45].[CH3:52][S:53](=[O:54])[CH3:55].[ClH:38].[Cu:56][I:57].[K+:50].[K+:51].[c:25]1([CH3:37])[c:26]([N:31]2[CH2:32][CH2:33][NH:34][CH2:35][CH2:36]2)[cH:27][cH:28][cH:29][cH:30]1>>[CH2:1]([CH3:2])[O:3][C:4](=[O:5])[c:6]1[cH:7][c:8]2[c:13]([cH:14][cH:15]1)[NH:12][CH:11]([c:16]1[cH:17][c:18]([N:34]3[CH2:33][CH2:32][N:31]([c:26]4[c:25]([CH3:37])[cH:30][cH:29][cH:28][cH:27]4)[CH2:36][CH2:35]3)[cH:19][cH:20][cH:21]1)[C:10]([CH3:23])([CH3:24])[CH2:9]2. Starting materials: CC(C)(C)[Si](C)(C)OCCCO, O=C([O-])O, CC(=O)O, CO, Nc1ccc2cc(-c3ccccc3C(F)(F)F)[nH]c(=O)c2c1, [Na+]. Product: CC(C)(C)[Si](C)(C)OCCCNc1ccc2cc(-c3ccccc3C(F)(F)F)[nH]c(=O)c2c1. RXN SMILES: [C:23]([CH3:24])([CH3:25])([CH3:26])[Si:27]([O:28][CH2:29][CH2:30][CH2:31][OH:32])([CH3:33])[CH3:34].[C:39](=[O:40])([OH:41])[O-:42].[CH3:35][C:36](=[O:37])[OH:38].[CH3:44][OH:45].[NH2:1][c:2]1[cH:3][cH:4][c:5]2[cH:6][c:7](-[c:13]3[c:14]([C:19]([F:20])([F:21])[F:22])[cH:15][cH:16][cH:17][cH:18]3)[nH:8][c:9](=[O:12])[c:10]2[cH:11]1.[Na+:43]>>[NH:1]([c:2]1[cH:3][cH:4][c:5]2[cH:6][c:7](-[c:13]3[c:14]([C:19]([F:20])([F:21])[F:22])[cH:15][cH:16][cH:17][cH:18]3)[nH:8][c:9](=[O:12])[c:10]2[cH:11]1)[CH2:31][CH2:30][CH2:29][O:28][Si:27]([C:23]([CH3:24])([CH3:25])[CH3:26])([CH3:33])[CH3:34]. Starting materials: COC=C1C(=O)NC(=O)c2ccc(C(C)(C)C)cc21, CN(C)C=O, NCc1cc(O)c(-c2ccccc2)cn1. Yields the product CC(C)(C)c1ccc2c(c1)C(=CNCc1cc(O)c(-c3ccccc3)cn1)C(=O)NC2=O. As a reaction SMILES: [C:1]([CH3:2])([CH3:3])([CH3:4])[c:5]1[cH:6][c:7]2[c:12]([cH:13][cH:14]1)[C:11](=[O:15])[NH:10][C:9](=[O:16])[C:8]2=[CH:17][O:18][CH3:19].[CH3:35][N:36]([CH3:37])[CH:38]=[O:39].[NH2:20][CH2:21][c:22]1[n:23][cH:24][c:25](-[c:29]2[cH:30][cH:31][cH:32][cH:33][cH:34]2)[c:26]([OH:28])[cH:27]1>>[C:1]([CH3:2])([CH3:3])([CH3:4])[c:5]1[cH:6][c:7]2[c:12]([cH:13][cH:14]1)[C:11](=[O:15])[NH:10][C:9](=[O:16])[C:8]2=[CH:17][NH:20][CH2:21][c:22]1[n:23][cH:24][c:25](-[c:29]2[cH:30][cH:31][cH:32][cH:33][cH:34]2)[c:26]([OH:28])[cH:27]1. The reactants are CNC(=O)C(Cc1ccc(OC)cc1)NC(=O)C1(CC(CCO)C(=O)OC(C)(C)C)CCCC1, O=C1NC(=O)c2cc3ccccc3cc21, C1CCOC1, c1ccc(P(c2ccccc2)c2ccccc2)cc1. Product: CNC(=O)C(Cc1ccc(OC)cc1)NC(=O)C1(CC(CCN2C(=O)c3cc4ccccc4cc3C2=O)C(=O)OC(C)(C)C)CCCC1. RXN SMILES: [C:1]([CH3:2])([CH3:3])([CH3:4])[O:5][C:6]([CH:7]([CH2:8][CH2:9][OH:10])[CH2:11][C:12]1([C:17]([NH:18][CH:19]([CH2:20][c:21]2[cH:22][cH:23][c:24]([O:27][CH3:28])[cH:25][cH:26]2)[C:29]([NH:30][CH3:31])=[O:32])=[O:33])[CH2:13][CH2:14][CH2:15][CH2:16]1)=[O:34].[O:35]=[C:36]1[NH:37][C:38](=[O:49])[c:39]2[cH:40][c:41]3[c:42]([cH:43][c:44]21)[cH:45][cH:46][cH:47][cH:48]3.[O:69]1[CH2:70][CH2:71][CH2:72][CH2:73]1.[c:50]1([P:51]([c:52]2[cH:53][cH:54][cH:55][cH:56][cH:57]2)[c:58]2[cH:59][cH:60][cH:61][cH:62][cH:63]2)[cH:64][cH:65][cH:66][cH:67][cH:68]1>>[C:1]([CH3:2])([CH3:3])([CH3:4])[O:5][C:6]([CH:7]([CH2:8][CH2:9][N:37]1[C:36](=[O:35])[c:44]2[c:39]([cH:40][c:41]3[c:42]([cH:43]2)[cH:45][cH:46][cH:47][cH:48]3)[C:38]1=[O:49])[CH2:11][C:12]1([C:17]([NH:18][CH:19]([CH2:20][c:21]2[cH:22][cH:23][c:24]([O:27][CH3:28])[cH:25][cH:26]2)[C:29]([NH:30][CH3:31])=[O:32])=[O:33])[CH2:13][CH2:14][CH2:15][CH2:16]1)=[O:34]. The reactants are C(C(=O)Cl)(=O)Cl (Oxalyl chloride), COC1=C2C=CC(=CC2=CC=C1)C(=O)O (5-Methoxy-2-naphthoic acid), CN(C)C=O (DMF), [N-]=[N+]=[N-].[Na+] (sodium azide), [OH-].[Na+] (Sodium hydroxide), acyl azide. The solvent is C(Cl)Cl (CH2Cl2), O (water). Reaction conditions: time 15 minute. Yields the product intermediate, COC1=C2C=CC(=CC2=CC=C1)N (5-Methoxy-2-naphthylamine). The yield is 61.0%. RXN SMILES: [CH3:1][O:2][C:3]1[CH:12]=[CH:11][CH:10]=[C:9]2[C:4]=1[CH:5]=[CH:6][C:7](C(O)=O)=[CH:8]2.C[N:17](C=O)C.C(Cl)(=O)C(Cl)=O.[N-]=[N+]=[N-].[Na+].[OH-].[Na+]>O.C(Cl)Cl>[CH3:1][O:2][C:3]1[CH:12]=[CH:11][CH:10]=[C:9]2[C:4]=1[CH:5]=[CH:6][C:7]([NH2:17])=[CH:8]2 |f:3.4,5.6|. Procedure: 5-Methoxy-2-naphthoic acid (3.17 g, 15.7 mmol), CH2Cl2 (38 mL) and DMF (3.04 mL, 39.2 mmol) were combined in a 50-mL flask under a N2 atmosphere. Oxalyl chloride (2.73 mL, 31.3 mmol) was added dropwise over 30 minutes at 20 to 23° C. The resulting yellow solution was stirred at room temperature for 15 minutes. The solution was then concentrated in vacuo to 6.48 g of yellow solid which was slightly wet with DMF. The solid was dissolved in CH3CN (157 mL) and added dropwise over 35 minutes to a sol... Starting materials: CC(C)(C)c1cc(NC(=O)Nc2cccc(O)c2)no1, O=C([O-])[O-], CC(C)O, CCOc1cc2ncnc(Cl)c2cc1OCC, [Cs+], [Cs+]. Product: CCOc1cc2ncnc(Oc3cccc(NC(=O)Nc4cc(C(C)(C)C)on4)c3)c2cc1OCC. RXN SMILES: [C:1]([CH3:2])([CH3:3])([CH3:4])[c:5]1[cH:6][c:7]([NH:10][C:11](=[O:12])[NH:13][c:14]2[cH:15][c:16]([OH:20])[cH:17][cH:18][cH:19]2)[n:8][o:9]1.[C:38](=[O:39])([O-:40])[O-:41].[CH:44]([OH:45])([CH3:46])[CH3:47].[Cl:21][c:22]1[n:23][cH:24][n:25][c:26]2[cH:27][c:28]([O:35][CH2:36][CH3:37])[c:29]([O:32][CH2:33][CH3:34])[cH:30][c:31]12.[Cs+:42].[Cs+:43]>>[C:1]([CH3:2])([CH3:3])([CH3:4])[c:5]1[cH:6][c:7]([NH:10][C:11](=[O:12])[NH:13][c:14]2[cH:15][c:16]([O:20][c:22]3[n:23][cH:24][n:25][c:26]4[cH:27][c:28]([O:35][CH2:36][CH3:37])[c:29]([O:32][CH2:33][CH3:34])[cH:30][c:31]34)[cH:17][cH:18][cH:19]2)[n:8][o:9]1.